This data is from the Open Reaction Database (ORD), a public repository of structured organic reaction records. The task is: describe an organic reaction: reactants, conditions, products, and yield Starting materials: FC1=CC=C(C=C1)C(CS(=O)(=O)C)=O (1-(4-fluorophenyl)-2-methylsulfonylethan-1-one), CNN (monomethylhydrazine). Run in C(C)O (ethanol). Yields the product FC1=CC=C(C=C1)C(CS(=O)(=O)C)=NNC (1-[1-(4-fluorophenyl)-2-methylsulfonylethylidene]-2-methylhydrazine). Yield: 31.9%. Reaction SMILES: [F:1][C:2]1[CH:7]=[CH:6][C:5]([C:8](=O)[CH2:9][S:10]([CH3:13])(=[O:12])=[O:11])=[CH:4][CH:3]=1.[CH3:15][NH:16][NH2:17]>C(O)C>[F:1][C:2]1[CH:7]=[CH:6][C:5]([C:8](=[N:17][NH:16][CH3:15])[CH2:9][S:10]([CH3:13])(=[O:12])=[O:11])=[CH:4][CH:3]=1. Procedure details: To a 50 ml volume three-necked flask, 1-(4-fluorophenyl)-2-methylsulfonylethan-1-one (7-2-3) (5.0 g), methylhydrazine (14-a) (1.2 g), and ethanol (17.1 ml) were added under a nitrogen atmosphere, and heated to reflux for 4 hours. After the mixture was cooled, the precipitated solid was removed by filtration. The filtrate was concentrated under reduced pressure. To the residue was added hot hexane to be dissolved. The mixture was left to cool. Then, the precipitated crystals were collected by fil... The reactants are C(C=C)OC1=CC(=CC=C1)Br (1-(allyloxy)-3-bromobenzene), N(CC)(CC)C1=CC=CC=C1 (Et2NPh). Run in CCOC(=O)C (EtOAc). Run at temperature 220 celsius, time 5 hour. The product is 1, C(C=C)C1=C(C=CC=C1Br)O (2-allyl-3-bromophenol), C(C=C)C1=C(C=C(C=C1)Br)O (2-allyl-5-bromophenol). Isolated yield 34.0%. RXN SMILES: C([O:4][C:5]1[CH:10]=[CH:9][CH:8]=[C:7]([Br:11])[CH:6]=1)C=C.N([C:17]1[CH:22]=CC=C[CH:18]=1)(CC)CC>CCOC(C)=O>[CH2:22]([C:6]1[C:7]([Br:11])=[CH:8][CH:9]=[CH:10][C:5]=1[OH:4])[CH:17]=[CH2:18].[CH2:22]([C:10]1[CH:9]=[CH:8][C:7]([Br:11])=[CH:6][C:5]=1[OH:4])[CH:17]=[CH2:18]. Procedure details: A mixture of 1-(allyloxy)-3-bromobenzene (3.53 g, 16.6 mmol) and Et2NPh (7.4 mL) was heated in a 220° C. oil bath. After 5 hr, the reaction mixture was cooled to room temperature, diluted with EtOAc (80 mL), and washed with 2N aq HCl (3×20 mL), water (2×20 mL), brine (10 mL), dried over Na2SO4, filtered, and concentrated in vacuo. Flash chromatography (0%-1 0% EtOAc/hexanes) gave 1.64 g (47%) of the title compound as the late eluting component, and 1.19 g (34%) of 2-allyl-5-bromophenol. 1HNMR (3... Reactants: CC(=O)c1cccc(Br)c1, CO, O=C[O-], CC1=C(C)C(C)(C)C([Rh](Cl)Cl)=C1C, Cl, [NH4+], O. Yields the product CC(N)c1cccc(Br)c1. RXN SMILES: [Br:1][c:2]1[cH:3][c:4]([C:8]([CH3:9])=[O:10])[cH:5][cH:6][cH:7]1.[CH3:16][OH:17].[CH:11]([O-:12])=[O:13].[Cl:19][Rh:20]([Cl:21])[C:22]1=[C:30]([CH3:31])[C:28]([CH3:29])=[C:26]([CH3:27])[C:23]1([CH3:24])[CH3:25].[ClH:15].[NH4+:14].[OH2:18]>>[Br:1][c:2]1[cH:3][c:4]([CH:8]([CH3:9])[NH2:14])[cH:5][cH:6][cH:7]1. Starting materials: aqueous solution, [OH-].[Na+] (sodium hydroxide), ClC1=C(C=CC(=C1)OC(F)(F)F)N (2-chloro-4-(trifluoromethoxy)phenylamine), Cl (hydrochloric acid), N(=O)[O-].[Na+] (sodium nitrite), [Cu](C#N)C#N (copper cyanide), [C-]#N.[Na+] (sodium cyanide). Reaction conditions: time 30 minute. Yields the product ClC1=C(C#N)C=CC(=C1)OC(F)(F)F (2-chloro-4-(trifluoromethoxy)benzonitrile). Isolated yield 82.6%. As a reaction SMILES: [Cl:1][C:2]1[CH:7]=[C:6]([O:8][C:9]([F:12])([F:11])[F:10])[CH:5]=[CH:4][C:3]=1N.Cl.N([O-])=O.[Na+].[Cu](C#N)[C:20]#[N:21].[C-]#N.[Na+].[OH-].[Na+]>>[Cl:1][C:2]1[CH:7]=[C:6]([O:8][C:9]([F:12])([F:11])[F:10])[CH:5]=[CH:4][C:3]=1[C:20]#[N:21] |f:2.3,5.6,7.8|. Procedure details: An aqueous solution of 2-chloro-4-(trifluoromethoxy)phenylamine (9.0 g) was cooled at 0° C., and concentrated hydrochloric acid (75 mL) was dropped slowly to its solution. The reaction mixture was stirred for 30 minutes, and sodium nitrite (3.73 g) was added to the reaction mixture. The reaction mixture was stirred for 40 minutes. An aqueous mixture solution of copper cyanide (4.65 g) and sodium cyanide (7.08 g) which been cooled off in 0° C. was added to the reaction mixture, and the reaction m... Starting materials: CN(C)C=O, ClCCCl, [Na+], [OH-], O=P(Cl)(Cl)Cl, c1ccc(N2CCCCC2)cc1. The product is O=Cc1ccc(N2CCCCC2)cc1. Reaction SMILES: [CH3:1][N:2]([CH:3]=[O:4])[CH3:5].[Cl:25][CH2:26][CH2:27][Cl:28].[Na+:24].[OH-:23].[P:6]([Cl:7])([Cl:8])([Cl:9])=[O:10].[c:11]1([N:17]2[CH2:18][CH2:19][CH2:20][CH2:21][CH2:22]2)[cH:12][cH:13][cH:14][cH:15][cH:16]1>>[CH:3](=[O:4])[c:14]1[cH:13][cH:12][c:11]([N:17]2[CH2:18][CH2:19][CH2:20][CH2:21][CH2:22]2)[cH:16][cH:15]1. Reactants: [H][H] (hydrogen), CN(CCNC(=NC1=NC=NC2=CC(=C(C=C12)OC)OCC1N(CCOC1)CC1=CC=CC=C1)NC1=C(C=CC=C1C)C)C (N-(2-dimethylaminoethyl)-N′-(2,6-dimethylphenyl)-N″-[7-(N-benzylmorpholin-3-ylmethoxy)-6-methoxyquinazolin-4-yl]guanidine), FC(C(=O)O)(F)F (trifluoroacetic acid), C(C)O (ethanol). Reagents/catalysts: [Pd] (palladium on carbon). Solvent: C(Cl)Cl (methylene chloride). Product: CN(CCNC(=NC1=NC=NC2=CC(=C(C=C12)OC)OCC1NCCOC1)NC1=C(C=CC=C1C)C)C (N-(2-dimethylaminoethyl)-N′-(2,6-dimethylphenyl)-N″-(6-methoxy-7-morpholin-3-ylmethoxyquinazolin-4-yl)guanidine). The yield is 81.3%. Reaction SMILES: [CH3:1][N:2]([CH3:44])[CH2:3][CH2:4][NH:5][C:6]([NH:35][C:36]1[C:41]([CH3:42])=[CH:40][CH:39]=[CH:38][C:37]=1[CH3:43])=[N:7][C:8]1[C:17]2[C:12](=[CH:13][C:14]([O:20][CH2:21][CH:22]3[CH2:27][O:26][CH2:25][CH2:24][N:23]3CC3C=CC=CC=3)=[C:15]([O:18][CH3:19])[CH:16]=2)[N:11]=[CH:10][N:9]=1.FC(F)(F)C(O)=O.C(O)C.[H][H]>[Pd].C(Cl)Cl>[CH3:44][N:2]([CH3:1])[CH2:3][CH2:4][NH:5][C:6]([NH:35][C:36]1[C:37]([CH3:43])=[CH:38][CH:39]=[CH:40][C:41]=1[CH3:42])=[N:7][C:8]1[C:17]2[C:12](=[CH:13][C:14]([O:20][CH2:21][CH:22]3[CH2:27][O:26][CH2:25][CH2:24][NH:23]3)=[C:15]([O:18][CH3:19])[CH:16]=2)[N:11]=[CH:10][N:9]=1. Procedure details: A mixture of N-(2-dimethylaminoethyl)-N′-(2,6-dimethylphenyl)-N″-[7-(N-benzylmorpholin-3-ylmethoxy)-6-methoxyquinazolin-4-yl]guanidine (0.1 g), trifluoroacetic acid (0.091 ml), 10% palladium on carbon catalyst (0.03 g) and ethanol (12 ml) was stirred under an atmosphere pressure of hydrogen for 18 hours. The reaction was filtered and the filtrate was evaporated. The resulting gum was triturated under diethyl ether to give a solid which was dissolved in methylene chloride. The solution was washed... Starting materials: C1(C=2C(C(=O)O1)=CC=CC2)=O (phthalic anhydride), CC=1NC2=CC=C(C=C2C1)C (2,5-dimethylindole). Solvent: C(CCl)Cl (ethylene dichloride). Product: C1(=CC=CC=C1)C=1NC2=CC=CC=C2C1C(=O)C1=C(C(=O)O)C=CC=C1 (2-[(2-phenyl-3-indolyl)carbonyl]benzoic acid). Isolated yield 65.5%. RXN SMILES: [C:1]1(=[O:11])[O:6][C:4](=[O:5])[C:3]2=[CH:7][CH:8]=[CH:9][CH:10]=[C:2]12.[CH3:12][C:13]1[NH:14][C:15]2[C:20]([CH:21]=1)=[CH:19][C:18](C)=[CH:17][CH:16]=2>C(Cl)CCl>[C:12]1([C:13]2[NH:14][C:15]3[C:20]([C:21]=2[C:4]([C:3]2[CH:7]=[CH:8][CH:9]=[CH:10][C:2]=2[C:1]([OH:6])=[O:11])=[O:5])=[CH:19][CH:18]=[CH:17][CH:16]=3)[CH:4]=[CH:3][CH:2]=[CH:10][CH:9]=1. Procedure details: A mixture of 5.0 g (0.034 mole) of phthalic anhydride and 5.0 g (0.034 mole) of 2,5-dimethylindole in 30 ml of ethylene dichloride was refluxed for 20 hours, cooled and the separated solid filtered off and dried to obtain 3.8 g of 2-[(2,5-dimethyl-3-indolyl)carbonyl]benzoic acid (Formula VIII: R0 =R1 =R2 =R3 =R6 =H; R5 =CH3 ; Y1 =CH3) as a pink-colored solid melting at 198°-200° C. Reactants: C(C1=CC=CC=C1)(=O)Cl (benzoyl chloride), S1C(=CC=C1)CC(=O)O (thiophene-2-acetic acid), aluminum alumina chloride. Solvent: C(Cl)(Cl)Cl (chloroform). The product is C(C1=CC=CC=C1)(=O)C1=CC=C(S1)CC(=O)O (5-benzoyl-thiophene-2-acetic acid). Isolated yield 50.0%. As a reaction SMILES: [C:1](Cl)(=[O:8])[C:2]1[CH:7]=[CH:6][CH:5]=[CH:4][CH:3]=1.[S:10]1[CH:14]=[CH:13][CH:12]=[C:11]1[CH2:15][C:16]([OH:18])=[O:17]>C(Cl)(Cl)Cl>[C:1]([C:14]1[S:10][C:11]([CH2:15][C:16]([OH:18])=[O:17])=[CH:12][CH:13]=1)(=[O:8])[C:2]1[CH:7]=[CH:6][CH:5]=[CH:4][CH:3]=1. Procedure details: Using the procedure of Example 1, 8.45 gm of benzoyl chloride, 7.1 gm of thiophene-2-acetic acid [prepared by process of Cagniant, Bull. Soc. Chim., 1949, p.847] and 18 gm aluminum alumina chloride suspended in chloroform were reacted to obtain, after crystallization, a 50% yield of 5-benzoyl-thiophene-2-acetic acid melting at 144° C. The product occurred in the form of colorless crystals insoluble in water.